Dataset: the Open Reaction Database (ORD), a public repository of structured organic reaction records. Task: describe an organic reaction: reactants, conditions, products, and yield Reactants: ice water, [N+](=O)([O-])[O-].[NH4+] (Ammonium nitrate), ice, C(C)OC1=C(C(=O)OCC)C=CC=N1 (Ethyl 2-ethoxynicotinate). Run in FC(C(=O)OC(C(F)(F)F)=O)(F)F (trifluoroacetic anhydride). Conditions: time 8 hour. The product is C(C)OC1=C(C(=O)OCC)C=C(C=N1)[N+](=O)[O-] (Ethyl 2-ethoxy-5-nitronicotinate). The yield is 56.3%. RXN SMILES: [N+:1]([O-:4])([O-])=[O:2].[NH4+].[CH2:6]([O:8][C:9]1[N:19]=[CH:18][CH:17]=[CH:16][C:10]=1[C:11]([O:13][CH2:14][CH3:15])=[O:12])[CH3:7]>FC(F)(F)C(OC(=O)C(F)(F)F)=O>[CH2:6]([O:8][C:9]1[N:19]=[CH:18][C:17]([N+:1]([O-:4])=[O:2])=[CH:16][C:10]=1[C:11]([O:13][CH2:14][CH3:15])=[O:12])[CH3:7] |f:0.1|. Reported procedure: Ammonium nitrate (1.11 g) was added portionwise to an ice-cooled solution of the compound prepared in Example 285 (0.900 g) in trifluoroacetic anhydride (11.5 mL). The mixture was stirred at room temperature overnight and then carefully poured into ice-water and the resulting suspension stirred for an hour. The precipitate was collected by filtration and washed with water. The solids were dried under vacuo to obtain the title compound (0.624 g) having the following physical data.